This data is from the Open Reaction Database (ORD), a public repository of structured organic reaction records. The task is: describe an organic reaction: reactants, conditions, products, and yield Product: NC(=S)\C(\C#N)=C\C1=CC(=C(C(=C1)C(C)C)O)C(C)C ((E)-2-Aminothiocarbonyl-3-(3,5-diisopropyl-4-hydroxyphenyl)acrylonitrile). The reactants are C(C)(C)C=1C=C(C=O)C=C(C1O)C(C)C (3,5-diisopropyl-4-hydroxybenzaldehyde), C(#N)CC(=S)N (cyanothioacetamide). RXN SMILES: [CH:1]([C:4]1[CH:5]=[C:6]([CH:9]=[C:10]([CH:13]([CH3:15])[CH3:14])[C:11]=1[OH:12])[CH:7]=O)([CH3:3])[CH3:2].[C:16]([CH2:18][C:19]([NH2:21])=[S:20])#[N:17]>>[NH2:21][C:19](/[C:18](=[CH:7]/[C:6]1[CH:5]=[C:4]([CH:1]([CH3:3])[CH3:2])[C:11]([OH:12])=[C:10]([CH:13]([CH3:15])[CH3:14])[CH:9]=1)/[C:16]#[N:17])=[S:20]. Reported procedure: M25 was prepared using 3,5-diisopropyl-4-hydroxybenzaldehyde and cyanothioacetamide under similar conditions as described for M11. Reported procedure: In close analogy to the procedure described in Example 109c, 2,6-dichloroquinoline-3-carboxylic acid is reacted with (S)-2-amino-3-[4-(3-chloro-pyridin-2-yloxy)-phenyl]-propionic acid (prepared by analogy to Example 109a,b) in DMSO to provide the title compound in good yield. Solvent: CS(=O)C (DMSO). The product is C(=O)(O)[C@H](CC1=CC=C(C=C1)OC1=NC=CC=C1Cl)NC1=NC2=CC=C(C=C2C=C1C(=O)O)Cl (2-{(S)-1-Carboxy-2-[4-(3-chloro-pyridin-2-yloxy)-phenyl]-ethylamino}-6-chloro-quinoline-3-carboxylic acid). As a reaction SMILES: Cl[C:2]1[C:11]([C:12]([OH:14])=[O:13])=[CH:10][C:9]2[C:4](=[CH:5][CH:6]=[C:7]([Cl:15])[CH:8]=2)[N:3]=1.[NH2:16][C@@H:17]([CH2:21][C:22]1[CH:27]=[CH:26][C:25]([O:28][C:29]2[C:34]([Cl:35])=[CH:33][CH:32]=[CH:31][N:30]=2)=[CH:24][CH:23]=1)[C:18]([OH:20])=[O:19]>CS(C)=O>[C:18]([C@@H:17]([NH:16][C:2]1[C:11]([C:12]([OH:14])=[O:13])=[CH:10][C:9]2[C:4](=[CH:5][CH:6]=[C:7]([Cl:15])[CH:8]=2)[N:3]=1)[CH2:21][C:22]1[CH:23]=[CH:24][C:25]([O:28][C:29]2[C:34]([Cl:35])=[CH:33][CH:32]=[CH:31][N:30]=2)=[CH:26][CH:27]=1)([OH:20])=[O:19]. Starting materials: ClC1=NC2=CC=C(C=C2C=C1C(=O)O)Cl (2,6-dichloroquinoline-3-carboxylic acid), N[C@H](C(=O)O)CC1=CC=C(C=C1)OC1=NC=CC=C1Cl ((S)-2-amino-3-[4-(3-chloro-pyridin-2-yloxy)-phenyl]-propionic acid).